Dataset: the Open Reaction Database (ORD), a public repository of structured organic reaction records. Task: describe an organic reaction: reactants, conditions, products, and yield Reactants: [N+](=O)([O-])C1=CC=C(C=C1)C(NC(C)C1=CC(=C(C=C1)F)F)C1=CC=C(C=C1)OC (N-[(4-nitrophenyl)-(4-methoxyphenyl)methyl]-N-[1-(3,4-difluorophenyl)ethyl]amine), [BH4-].[Na+] (sodium borohydride). Solvent: CO (methanol), O.O.O.O.O.O.[Ni](Cl)Cl (nickel chloride hexahydrate). The product is COC1=CC=C(C=C1)C(C1=CC=C(C=C1)N)NC(C)C1=CC(=C(C=C1)F)F (4-{(4-Methoxyphenyl)-[1-(3,4-difluorophenyl)ethylamino]methyl}phenylamine). As a reaction SMILES: [N+:1]([C:4]1[CH:9]=[CH:8][C:7]([CH:10]([C:22]2[CH:27]=[CH:26][C:25]([O:28][CH3:29])=[CH:24][CH:23]=2)[NH:11][CH:12]([C:14]2[CH:19]=[CH:18][C:17]([F:20])=[C:16]([F:21])[CH:15]=2)[CH3:13])=[CH:6][CH:5]=1)([O-])=O.[BH4-].[Na+]>CO.O.O.O.O.O.O.[Ni](Cl)Cl>[CH3:29][O:28][C:25]1[CH:26]=[CH:27][C:22]([CH:10]([NH:11][CH:12]([C:14]2[CH:19]=[CH:18][C:17]([F:20])=[C:16]([F:21])[CH:15]=2)[CH3:13])[C:7]2[CH:6]=[CH:5][C:4]([NH2:1])=[CH:9][CH:8]=2)=[CH:23][CH:24]=1 |f:1.2,4.5.6.7.8.9.10|. Procedure details: In a similar manner to that described in Example (1b), a solution of N-[(4-nitrophenyl)-(4-methoxyphenyl)methyl]-N-[1-(3,4-difluorophenyl)ethyl]amine (3.20 g) [prepared as described in step (a) above] in methanol (60 ml), nickel chloride hexahydrate (3.82 a) and sodium borohydride (1.21 g) were reacted and purified, to afford the less polar isomer A (720 mg) as a pale yellow oil and the more polar isomer B (805 mg) as a pale yellow oil of the title compound.